The task is: describe an organic reaction: reactants, conditions, products, and yield. This data is from the Open Reaction Database (ORD), a public repository of structured organic reaction records. The reactants are O=C([O-])[O-], CCCOCCCl, [I-], [K+], [K+], [Na+], CCOc1cc(C=O)ccc1O, CN(C)C=O, O. Yields the product CCCOCCOc1ccc(C=O)cc1OCC. RXN SMILES: [C:22](=[O:23])([O-:24])[O-:25].[CH2:13]([CH2:14][CH3:15])[O:16][CH2:17][CH2:18][Cl:19].[I-:21].[K+:26].[K+:27].[Na+:20].[O:1]=[CH:2][c:3]1[cH:4][c:5]([O:6][CH2:7][CH3:8])[c:9]([OH:10])[cH:11][cH:12]1.[O:29]=[CH:30][N:31]([CH3:32])[CH3:33].[OH2:28]>>[O:1]=[CH:2][c:3]1[cH:4][c:5]([O:6][CH2:7][CH3:8])[c:9]([O:10][CH2:18][CH2:17][O:16][CH2:13][CH2:14][CH3:15])[cH:11][cH:12]1. Starting materials: CCO, COc1ccc(N2CCN(c3c(C)c(C)c4c(c3C)C(O)(c3cccc(C)c3)C(C)(C)O4)CC2)cc1. Yields the product COc1ccc(N2CCN(c3c(C)c(C)c4c(c3C)C(c3cccc(C)c3)C(C)(C)O4)CC2)cc1. As a reaction SMILES: [CH3:37][CH2:38][OH:39].[OH:1][C:2]1([c:30]2[cH:31][c:32]([CH3:36])[cH:33][cH:34][cH:35]2)[C:3]([CH3:28])([CH3:29])[O:4][c:5]2[c:6]1[c:7]([CH3:27])[c:8]([N:13]1[CH2:14][CH2:15][N:16]([c:19]3[cH:20][cH:21][c:22]([O:25][CH3:26])[cH:23][cH:24]3)[CH2:17][CH2:18]1)[c:9]([CH3:12])[c:10]2[CH3:11]>>[CH:2]1([c:30]2[cH:31][c:32]([CH3:36])[cH:33][cH:34][cH:35]2)[C:3]([CH3:28])([CH3:29])[O:4][c:5]2[c:6]1[c:7]([CH3:27])[c:8]([N:13]1[CH2:14][CH2:15][N:16]([c:19]3[cH:20][cH:21][c:22]([O:25][CH3:26])[cH:23][cH:24]3)[CH2:17][CH2:18]1)[c:9]([CH3:12])[c:10]2[CH3:11]. Reactants: CCC(NS(=O)C(C)(C)C)c1ccc(Br)nc1, CCOCC, CO, Cl, C1COCCO1. The product is CCC(N)c1ccc(Br)nc1, Cl. RXN SMILES: [Br:1][c:2]1[cH:3][cH:4][c:5]([CH:8]([CH2:9][CH3:10])[NH:11][S:12]([C:13]([CH3:14])([CH3:15])[CH3:16])=[O:17])[cH:6][n:7]1.[CH2:27]([O:28][CH2:29][CH3:30])[CH3:31].[CH3:25][OH:26].[ClH:18].[O:19]1[CH2:20][CH2:21][O:22][CH2:23][CH2:24]1>>[Br:1][c:2]1[cH:3][cH:4][c:5]([CH:8]([CH2:9][CH3:10])[NH2:11])[cH:6][n:7]1.[ClH:18]. The reactants are ClCCl, C[Mg+], CI, CC(CC(N)=O)c1ccc(C2CCCCC2)cc1, [I-], [Mg], O=S(=O)(O)O. Product: CC(=O)CC(C)c1ccc(C2CCCCC2)cc1. Reaction SMILES: [CH2:30]([Cl:31])[Cl:32].[CH3:20][Mg+:21].[CH3:23][I:24].[CH:1]1([c:7]2[cH:8][cH:9][c:10]([CH:13]([CH2:14][C:15](=[O:16])[NH2:17])[CH3:18])[cH:11][cH:12]2)[CH2:2][CH2:3][CH2:4][CH2:5][CH2:6]1.[I-:19].[Mg:22].[S:25](=[O:26])(=[O:27])([OH:28])[OH:29]>>[CH:1]1([c:7]2[cH:8][cH:9][c:10]([CH:13]([CH2:14][C:15](=[O:16])[CH3:20])[CH3:18])[cH:11][cH:12]2)[CH2:2][CH2:3][CH2:4][CH2:5][CH2:6]1. Procedure details: In Example 5, the t-butyl peroxybenzoate was replaced by 5 ml of t-butyl peroxyacetate (30% solution), whereby 0.60 g of 2-cyclohexenyl acetate was obtained. Reactants: C(C1=CC=CC=C1)(=O)OOC(C)(C)C (t-butyl peroxybenzoate), C(C)(=O)OOC(C)(C)C (t-butyl peroxyacetate). RXN SMILES: C(OOC(C)(C)C)(=O)[C:2]1[CH:7]=[CH:6][CH:5]=[CH:4][CH:3]=1.[C:15]([O:18]OC(C)(C)C)(=[O:17])[CH3:16]>>[C:15]([O:18][CH:2]1[CH2:3][CH2:4][CH2:5][CH:6]=[CH:7]1)(=[O:17])[CH3:16]. Product: C(C)(=O)OC1C=CCCC1 (2-cyclohexenyl acetate). Starting materials: BrC1=CC=C(C=C1)I (1-bromo-4-iodobenzene), C(C=C)[Sn](CCCC)(CCCC)CCCC (allyltri-n-butyltin). Product: C(C=C)C1=CC=C(C=C1)Br (1-Allyl-4-bromobenzene). RXN SMILES: [Br:1][C:2]1[CH:7]=[CH:6][C:5](I)=[CH:4][CH:3]=1.[CH2:9]([Sn](CCCC)(CCCC)CCCC)[CH:10]=[CH2:11]>>[CH2:11]([C:5]1[CH:6]=[CH:7][C:2]([Br:1])=[CH:3][CH:4]=1)[CH:10]=[CH2:9]. Procedure details: In a Stille coupling reaction, 1-bromo-4-iodobenzene and allyltri-n-butyltin were reacted to yield Compound 1. Thus, tetrakistriphenylphosphine palladium(0) (1.976 g, 1.710×10−3 mol) was weighed out in a nitrogen-filled glove box and transferred to a Schlenk line. Allyltri-n-butyltin (10.60 mL, 3.419×10−2 mol) and 1-bromo-4-iodobenzene (9.680 g, 3.422×10−2 mol) were added along with 115 mL distilled, degassed 1,4-dioxane to yield a yellow reaction mixture that darkened to orange as the reaction ... Reactants: COC(C1=CC=C(C=C1)C(C(CC(=O)C1=CC=C(C=C1)C(C)(C)C)C1=CC=C(C=C1)OC(F)(F)F)=O)=O (4-[4-(4-tert-Butylphenyl)-4-oxo-2-(4-trifluoromethoxyphenyl)butyryl]benzoic acid methyl ester), [OH-].[Na+] (sodium hydroxide). Solvent: C(C)O (ethanol). Reaction conditions: time 0.5 hour. The product is C(C)(C)(C)C1=CC=C(C=C1)C(CC(C(=O)C1=CC=C(C(=O)O)C=C1)C1=CC=C(C=C1)OC(F)(F)F)=O (4-[4-(4-tert-butylphenyl)-4-oxo-2-(4-trifluoromethoxyphenyl)butyryl]benzoic acid). The yield is 76.7%. RXN SMILES: C[O:2][C:3](=[O:37])[C:4]1[CH:9]=[CH:8][C:7]([C:10](=[O:36])[CH:11]([C:25]2[CH:30]=[CH:29][C:28]([O:31][C:32]([F:35])([F:34])[F:33])=[CH:27][CH:26]=2)[CH2:12][C:13]([C:15]2[CH:20]=[CH:19][C:18]([C:21]([CH3:24])([CH3:23])[CH3:22])=[CH:17][CH:16]=2)=[O:14])=[CH:6][CH:5]=1.[OH-].[Na+]>C(O)C>[C:21]([C:18]1[CH:17]=[CH:16][C:15]([C:13](=[O:14])[CH2:12][CH:11]([C:25]2[CH:30]=[CH:29][C:28]([O:31][C:32]([F:34])([F:35])[F:33])=[CH:27][CH:26]=2)[C:10]([C:7]2[CH:8]=[CH:9][C:4]([C:3]([OH:37])=[O:2])=[CH:5][CH:6]=2)=[O:36])=[CH:20][CH:19]=1)([CH3:24])([CH3:22])[CH3:23] |f:1.2|. Procedure: 4-[4-(4-tert-Butylphenyl)-4-oxo-2-(4-trifluoromethoxyphenyl)butyryl]benzoic acid methyl ester (13.9 g, 27.2 mmol) was suspended in ethanol (120 mL, 96%) and added sodium hydroxide (4N, 27,2 mL). After 4½ h the reaction was evaporated to dryness. The residue was added water (200 mL) and hydrochloric acid (4N, 30 mL) to pH 1-2 causing precipitation. The mixture was stirred for ½ h. The precipitate was filtered, washed carefully with water, and dried the night over at 40° C. in vacuo. The residue w...